Dataset: the Open Reaction Database (ORD), a public repository of structured organic reaction records. Task: describe an organic reaction: reactants, conditions, products, and yield Yields the product ClC1=NC=2N(C(N(C(C2N1)=O)CCCCCN1N=C(N=N1)CC1=CC(=C(C=C1)Cl)Cl)=O)CCCCC (8-Chloro-1-(5-{5-[(3,4-dichlorophenyl)methyl]-2H-tetrazol-2-yl}pentyl)-3-pentyl-3,7-dihydro-1H-purine-2,6-dione). Reactants: ClC1=NC=2N(C(NC(C2N1CC=C)=O)=O)CCCCC (8-chloro-3-pentyl-7-(2-propen-1-yl)-3,7-dihydro-1H-purine-2,6-dione), ClC=1C=C(C=CC1Cl)CC=1N=NN(N1)CCCCCO (5-{5-[(3,4-dichlorophenyl)methyl]-2H-tetrazol-2-yl}-1-pentanol), C1(=CC=CC=C1)P(C1=CC=CC=C1)C1=CC=CC=C1 (triphenylphosphine), C1=CC=C(C=C1)COC(=O)/N=N/C(=O)OCC2=CC=CC=C2 (dibenzylazodicarboxylate), N1CCOCC1 (morpholine), aminopropyl. The reagents and catalysts are C=1C=CC(=CC1)[P](C=2C=CC=CC2)(C=3C=CC=CC3)[Pd]([P](C=4C=CC=CC4)(C=5C=CC=CC5)C=6C=CC=CC6)([P](C=7C=CC=CC7)(C=8C=CC=CC8)C=9C=CC=CC9)[P](C=1C=CC=CC1)(C=1C=CC=CC1)C=1C=CC=CC1 (Pd(PPh3)4). Reported procedure: To a solution of 8-chloro-3-pentyl-7-(2-propen-1-yl)-3,7-dihydro-1H-purine-2,6-dione (0.18 g, 0.61 mmol) in THF (5 ml) was added 5-{5-[(3,4-dichlorophenyl)methyl]-2H-tetrazol-2-yl}-1-pentanol (0.191 g, 0.61 mmol; prepared in similar fashion to Example 35), triphenylphosphine (0.36 g, 1.3 mmol) and finally dibenzylazodicarboxylate (0.40 g, 1.3 mmol). The solution was stirred for 18 h after which Pd(PPh3)4 (0.16 g, 0.137 mmol) followed by morpholine (0.75 ml, 8.3 mmol) was added and the solution s... Run at time 6 hour. RXN SMILES: [Cl:1][C:2]1[N:10](CC=C)[C:9]2[C:8](=[O:14])[NH:7][C:6](=[O:15])[N:5]([CH2:16][CH2:17][CH2:18][CH2:19][CH3:20])[C:4]=2[N:3]=1.[Cl:21][C:22]1[CH:23]=[C:24]([CH2:29][C:30]2[N:31]=[N:32][N:33]([CH2:35][CH2:36][CH2:37][CH2:38][CH2:39]O)[N:34]=2)[CH:25]=[CH:26][C:27]=1[Cl:28].C1(P(C2C=CC=CC=2)C2C=CC=CC=2)C=CC=CC=1.C1C=CC(COC(/N=N/C(OCC2C=CC=CC=2)=O)=O)=CC=1.N1CCOCC1>C1COCC1.C1C=CC([P]([Pd]([P](C2C=CC=CC=2)(C2C=CC=CC=2)C2C=CC=CC=2)([P](C2C=CC=CC=2)(C2C=CC=CC=2)C2C=CC=CC=2)[P](C2C=CC=CC=2)(C2C=CC=CC=2)C2C=CC=CC=2)(C2C=CC=CC=2)C2C=CC=CC=2)=CC=1>[Cl:1][C:2]1[NH:10][C:9]2[C:8](=[O:14])[N:7]([CH2:39][CH2:38][CH2:37][CH2:36][CH2:35][N:33]3[N:32]=[N:31][C:30]([CH2:29][C:24]4[CH:25]=[CH:26][C:27]([Cl:28])=[C:22]([Cl:21])[CH:23]=4)=[N:34]3)[C:6](=[O:15])[N:5]([CH2:16][CH2:17][CH2:18][CH2:19][CH3:20])[C:4]=2[N:3]=1 |^1:96,98,117,136|. The solvent is C1CCOC1 (THF). Reactants: COc1ccc(C(=O)O)c([N+](=O)[O-])c1OC, [H][H], [NH4+], [OH-], [Pd]. Product: COc1ccc(C(=O)O)c(N)c1OC. RXN SMILES: [CH3:1][O:2][c:3]1[c:4]([N+:14]([O-:15])=[O:16])[c:5]([C:6](=[O:7])[OH:8])[cH:9][cH:10][c:11]1[O:12][CH3:13].[H:17][H:18].[NH4+:19].[OH-:20].[Pd:21]>>[CH3:1][O:2][c:3]1[c:4]([NH2:14])[c:5]([C:6](=[O:7])[OH:8])[cH:9][cH:10][c:11]1[O:12][CH3:13]. Starting materials: OC(=O)C(F)(F)F.BrC=1C=C2C(=CC1)OC(CC21NC(N(C(C1)=O)C)=N)C1=CC=CC=C1 (6-bromo-2′-imino-1′-methyl-2-phenyl-2′,3′-dihydro-1′H-spiro[chroman-4,4′-pyrimidin]-6′(5′H)-one TFA salt), N1=CC(=CC=C1)B(O)O (pyridin-3-ylboronic acid), C(=O)([O-])[O-].[Cs+].[Cs+] (Cs2CO3), O (H2O). Run in O1CCOCC1 (1,4-dioxane). Yields the product N=C1N(C(CC2(N1)CC(OC1=CC=C(C=C12)C=1C=NC=CC1)C1=CC=CC=C1)=O)C (2′-Imino-1′-methyl-2-phenyl-6-(pyridin-3-yl)-2′,3′-dihydro-1′H-spiro[chroman-4,4′-pyrimidin]-6′(5′H)-one). Reaction SMILES: OC(C(F)(F)F)=O.Br[C:9]1[CH:10]=[C:11]2[C:18]3([CH2:23][C:22](=[O:24])[N:21]([CH3:25])[C:20](=[NH:26])[NH:19]3)[CH2:17][CH:16]([C:27]3[CH:32]=[CH:31][CH:30]=[CH:29][CH:28]=3)[O:15][C:12]2=[CH:13][CH:14]=1.[N:33]1[CH:38]=[CH:37][CH:36]=[C:35](B(O)O)[CH:34]=1.C([O-])([O-])=O.[Cs+].[Cs+].O>O1CCOCC1>[NH:26]=[C:20]1[NH:19][C:18]2([C:11]3[C:12](=[CH:13][CH:14]=[C:9]([C:35]4[CH:34]=[N:33][CH:38]=[CH:37][CH:36]=4)[CH:10]=3)[O:15][CH:16]([C:27]3[CH:32]=[CH:31][CH:30]=[CH:29][CH:28]=3)[CH2:17]2)[CH2:23][C:22](=[O:24])[N:21]1[CH3:25] |f:0.1,3.4.5|. Reported procedure: To a solution of 6-bromo-2′-imino-1′-methyl-2-phenyl-2′,3′-dihydro-1′H-spiro[chroman-4,4′-pyrimidin]-6′(5′H)-one TFA salt (12 mg, 0.023 mmol) and pyridin-3-ylboronic acid (9 mg, 0.070 mmol) in 1,4-dioxane (3 mL) charged in a 10-mL microwave test tube is added Cs2CO3 (63 mg, 0.195 mmol) and H2O (0.5 mL), followed by Reactants: CC(C)(C)OC(=O)N1C2CC(CC2O)C1C(=O)N1CCCC1C#N, CC(=O)[O-], CC(=O)[O-], CC(=O)[O-], ClCCl, CC(C)(C)OC(=O)C=[N+]=[N-], [Rh+3]. RXN SMILES: [C:1](#[N:2])[CH:3]1[N:4]([C:8](=[O:9])[CH:10]2[N:11]([C:18](=[O:19])[O:20][C:21]([CH3:22])([CH3:23])[CH3:24])[CH:12]3[CH:13]([OH:17])[CH2:14][CH:15]2[CH2:16]3)[CH2:5][CH2:6][CH2:7]1.[C:38]([O-:39])(=[O:40])[CH3:41].[C:43]([O-:44])(=[O:45])[CH3:46].[C:47]([O-:48])(=[O:49])[CH3:50].[Cl:35][CH2:36][Cl:37].[N+:25](=[N-:26])=[CH:27][C:28](=[O:29])[O:30][C:31]([CH3:32])([CH3:33])[CH3:34].[Rh+3:42]>>[C:1](#[N:2])[CH:3]1[N:4]([C:8](=[O:9])[CH:10]2[N:11]([C:18](=[O:19])[O:20][C:21]([CH3:22])([CH3:23])[CH3:24])[CH:12]3[CH:13]([O:17][CH2:27][C:28](=[O:29])[O:30][C:31]([CH3:32])([CH3:33])[CH3:34])[CH2:14][CH:15]2[CH2:16]3)[CH2:5][CH2:6][CH2:7]1. The product is CC(C)(C)OC(=O)COC1CC2CC1N(C(=O)OC(C)(C)C)C2C(=O)N1CCCC1C#N.